Dataset: the Open Reaction Database (ORD), a public repository of structured organic reaction records. Task: describe an organic reaction: reactants, conditions, products, and yield The reactants are C[C@@H]1CC=CC[C@H]1C(=O)O (sigluric acid), C(=O)(O)[O-].[Na+] (NaHCO3), II (iodine), S(=S)(=O)([O-])[O-].[Na+].[Na+] (sodium thiosulfate), II (iodine). The solvent is C(Cl)Cl (methylene chloride), O (water). Run at time 24 hour. Yields the product I[C@H]1C[C@H]([C@@H]2C(O[C@H]1C2)=O)C ((1R, 2R, 4S, 5S)-4-iodo-2-methyl-6-oxabicyclo[3.2.1]octan-7-one). The yield is 29022.6%. RXN SMILES: [CH3:1][C@H:2]1[C@H:7]([C:8]([OH:10])=[O:9])[CH2:6][CH:5]=[CH:4][CH2:3]1.C([O-])(O)=O.[Na+].[I:16]I.S([O-])([O-])(=O)=S.[Na+].[Na+]>C(Cl)Cl.O>[I:16][C@@H:4]1[C@@H:5]2[CH2:6][C@@H:7]([C:8](=[O:10])[O:9]2)[C@H:2]([CH3:1])[CH2:3]1 |f:1.2,4.5.6|. Procedure details: To a solution of optically active 5 (16.8 g, 120 mmol), in methylene chloride (200 mL) and water (400 mL), was added NaHCO3 (20.1 g, 240 mmol), KI (120 g, 0.720 mmol) and iodine (91.0 g, 0.360 mmol). The resulting mixture was protected from light and stirred for 24 h. The solution was cooled (0° C.) and sodium thiosulfate was carefully added until the dark iodine color disappeared. This was extracted with diethyl ether (4×300 mL). The combined organics were dried (MgSO4) and the volatiles were r...